This data is from the Open Reaction Database (ORD), a public repository of structured organic reaction records. The task is: describe an organic reaction: reactants, conditions, products, and yield The product is CC(NC(C)(C)C)C(=O)c1cccc(Cl)c1. Reactants: CC(Br)C(=O)c1cccc(Cl)c1, CC(C)(C)N, CCCCCC, CCOC(C)=O, CC#N. Reaction SMILES: [Br:1][CH:2]([C:3](=[O:4])[c:5]1[cH:6][c:7]([Cl:11])[cH:8][cH:9][cH:10]1)[CH3:12].[CH3:13][C:14]([CH3:15])([CH3:16])[NH2:17].[CH3:18][CH2:19][CH2:20][CH2:21][CH2:22][CH3:23].[CH3:24][CH2:25][O:26][C:27](=[O:28])[CH3:29].[CH3:30][C:31]#[N:32]>>[CH:2]([C:3](=[O:4])[c:5]1[cH:6][c:7]([Cl:11])[cH:8][cH:9][cH:10]1)([CH3:12])[NH:17][C:14]([CH3:13])([CH3:15])[CH3:16]. Starting materials: CC(C)=O, CCOCC, [K+], [K+], O=C([O-])[O-], O=C(CBr)c1ccc2c(c1)OCO2, O, CCOC(=O)CS. Product: CCOC(=O)CSCC(=O)c1ccc2c(c1)OCO2. Reaction SMILES: [CH3:28][C:29](=[O:30])[CH3:31].[CH3:32][CH2:33][O:34][CH2:35][CH3:36].[K+:8].[K+:9].[O-:10][C:11]([O-:12])=[O:13].[O:14]1[CH2:15][O:16][c:17]2[c:18]1[cH:19][cH:20][c:21]([C:23]([CH2:24][Br:25])=[O:26])[cH:22]2.[OH2:27].[SH:1][CH2:2][C:3](=[O:4])[O:5][CH2:6][CH3:7]>>[S:1]([CH2:2][C:3](=[O:4])[O:5][CH2:6][CH3:7])[CH2:24][C:23]([c:21]1[cH:20][cH:19][c:18]2[c:17]([cH:22]1)[O:16][CH2:15][O:14]2)=[O:26].